This data is from the Open Reaction Database (ORD), a public repository of structured organic reaction records. The task is: describe an organic reaction: reactants, conditions, products, and yield The product is Cl, O=c1cc(-c2ccc(C(F)(F)F)cc2)ccn1-c1ccc2c(cnn2CC(O)CN2CCCC2)c1. RXN SMILES: [CH2:31]1[CH2:32][CH2:33][NH:34][CH2:35]1.[Cl:42][CH2:43][Cl:44].[ClH:36].[O:1]1[CH:2]([CH2:4][n:5]2[n:6][cH:7][c:8]3[cH:9][c:10](-[n:14]4[c:15](=[O:30])[cH:16][c:17](-[c:20]5[cH:21][cH:22][c:23]([C:26]([F:27])([F:28])[F:29])[cH:24][cH:25]5)[cH:18][cH:19]4)[cH:11][cH:12][c:13]23)[CH2:3]1.[O:37]1[CH2:38][CH2:39][CH2:40][CH2:41]1>>[ClH:36].[OH:1][CH:2]([CH2:3][N:34]1[CH2:33][CH2:32][CH2:31][CH2:35]1)[CH2:4][n:5]1[n:6][cH:7][c:8]2[cH:9][c:10](-[n:14]3[c:15](=[O:30])[cH:16][c:17](-[c:20]4[cH:21][cH:22][c:23]([C:26]([F:27])([F:28])[F:29])[cH:24][cH:25]4)[cH:18][cH:19]3)[cH:11][cH:12][c:13]12. Starting materials: C1CCNC1, ClCCl, Cl, O=c1cc(-c2ccc(C(F)(F)F)cc2)ccn1-c1ccc2c(cnn2CC2CO2)c1, C1CCOC1.